Task: describe an organic reaction: reactants, conditions, products, and yield. Dataset: the Open Reaction Database (ORD), a public repository of structured organic reaction records Starting materials: COC1=C2C=CC(=NC2=CC=C1)Cl (5-methoxy-2-chloroquinoline), COC1=C(CN)C=CC=C1 (2-methoxybenzylamine). The product is COC1=C(CNC2=NC3=CC=CC(=C3C=C2)OC)C=CC=C1 ((2-Methoxy-benzyl)-(5-methoxy-quinolin-2-yl)-amine). RXN SMILES: [CH3:1][O:2][C:3]1[CH:12]=[CH:11][CH:10]=[C:9]2[C:4]=1[CH:5]=[CH:6][C:7](Cl)=[N:8]2.[CH3:14][O:15][C:16]1[CH:23]=[CH:22][CH:21]=[CH:20][C:17]=1[CH2:18][NH2:19]>>[CH3:14][O:15][C:16]1[CH:23]=[CH:22][CH:21]=[CH:20][C:17]=1[CH2:18][NH:19][C:7]1[CH:6]=[CH:5][C:4]2[C:9](=[CH:10][CH:11]=[CH:12][C:3]=2[O:2][CH3:1])[N:8]=1. Procedure: The title compound, MS: m/e=295.4 (M+H+), was prepared in accordance with the general method of example 1 from 5-methoxy-2-chloroquinoline (CAS-RN: 160893-07-2) and 2-methoxybenzylamine. The reactants are NC1=C(C=CC(=N1)N1C[C@@H](CCC1)C(=O)N(C)C)[N+](=O)[O-] ((R)-1-(6-amino-5-nitropyridin-2-yl)-N,N-dimethylpiperidine-3-carboxamide), C1(CC1)C1=CC=CC(=N1)C=O (6-cyclopropylpicolinaldehyde). Product: C1(CC1)C1=CC=CC(=N1)C1=NC=2C(=NC(=CC2)N2C[C@@H](CCC2)C(=O)N(C)C)N1 ((R)-1-(2-(6-Cyclopropylpyridin-2-yl)-3H-imidazo[4,5-b]pyridin-5-yl)-N,N-dimethylpiperidine-3-carboxamide). As a reaction SMILES: [NH2:1][C:2]1[N:7]=[C:6]([N:8]2[CH2:13][CH2:12][CH2:11][C@@H:10]([C:14]([N:16]([CH3:18])[CH3:17])=[O:15])[CH2:9]2)[CH:5]=[CH:4][C:3]=1[N+:19]([O-])=O.[CH:22]1([C:25]2[N:30]=[C:29]([CH:31]=O)[CH:28]=[CH:27][CH:26]=2)[CH2:24][CH2:23]1>>[CH:22]1([C:25]2[N:30]=[C:29]([C:31]3[NH:1][C:2]4=[N:7][C:6]([N:8]5[CH2:13][CH2:12][CH2:11][C@@H:10]([C:14]([N:16]([CH3:18])[CH3:17])=[O:15])[CH2:9]5)=[CH:5][CH:4]=[C:3]4[N:19]=3)[CH:28]=[CH:27][CH:26]=2)[CH2:24][CH2:23]1. Reported procedure: The title compound was prepared using a method analogous to the one used for Example 112 but using (R)-1-(6-amino-5-nitropyridin-2-yl)-N,N-dimethylpiperidine-3-carboxamide and 6-cyclopropylpicolinaldehyde as starting materials. 1H NMR (300 MHz, CDCl3) δ 1.01-1.18 (m, 4H), 1.63-1.74 (m, 1H), 1.84 (m, 1H), 1.93 (m, 2H), 2.10 (br s, 1H), 2.85 (br s, 1H), 2.96-3.03 (m, 3H), 3.08 (m, 1H), 3.15 (s, 3H), 3.50 (s, 1H), 4.35 (d, 1H), 4.50 (d, 1H), 6.73 (d, 1H), 7.20 (d, 1H), 7.68 (d, 1H), 7.89 (d, 1H), 8... Reactants: O (water), COC=1C=C(CN2CCNCC2)C=C(C1OC)OC (1-(3,4,5-trimethoxybenzyl)piperazine), C([O-])([O-])=O.[K+].[K+] (potassium carbonate), ClCC1=CC=C(C=C1)NC(=O)C1=CC2=CC(=CC=C2CC1)C1=CC=C(C=C1)C (N-[4-(chloromethyl)-phenyl]-7-(4-methylphenyl)-3,4-dihydronaphthalene-2-carboxamide). Run in CN(C)C=O (DMF). Reaction conditions: time 48 hour. The product is COC=1C=C(CN2CCN(CC2)CC2=CC=C(C=C2)NC(=O)C2=CC3=CC(=CC=C3CC2)C2=CC=C(C=C2)C)C=C(C1OC)OC (N-[4-[1-(3,4,5-trimethoxybenzyl)-4-piperazinylmethyl]-phenyl]-7-(4-methylphenyl)-3,4-dihydronaphthalene-2-carboxamide). Isolated yield 64.9%. RXN SMILES: Cl[CH2:2][C:3]1[CH:8]=[CH:7][C:6]([NH:9][C:10]([C:12]2[CH2:21][CH2:20][C:19]3[C:14](=[CH:15][C:16]([C:22]4[CH:27]=[CH:26][C:25]([CH3:28])=[CH:24][CH:23]=4)=[CH:17][CH:18]=3)[CH:13]=2)=[O:11])=[CH:5][CH:4]=1.[CH3:29][O:30][C:31]1[CH:32]=[C:33]([CH:41]=[C:42]([O:46][CH3:47])[C:43]=1[O:44][CH3:45])[CH2:34][N:35]1[CH2:40][CH2:39][NH:38][CH2:37][CH2:36]1.C(=O)([O-])[O-].[K+].[K+].O>CN(C=O)C>[CH3:47][O:46][C:42]1[CH:41]=[C:33]([CH:32]=[C:31]([O:30][CH3:29])[C:43]=1[O:44][CH3:45])[CH2:34][N:35]1[CH2:40][CH2:39][N:38]([CH2:2][C:3]2[CH:8]=[CH:7][C:6]([NH:9][C:10]([C:12]3[CH2:21][CH2:20][C:19]4[C:14](=[CH:15][C:16]([C:22]5[CH:27]=[CH:26][C:25]([CH3:28])=[CH:24][CH:23]=5)=[CH:17][CH:18]=4)[CH:13]=3)=[O:11])=[CH:5][CH:4]=2)[CH2:37][CH2:36]1 |f:2.3.4|. Reported procedure: In DMF (3ml) was dissolved N-[4-(chloromethyl)-phenyl]-7-(4-methylphenyl)-3,4-dihydronaphthalene-2-carboxamide (150mg), and to the solution were added 1-(3,4,5-trimethoxybenzyl)piperazine (138mg) and potassium carbonate (268mg). The mixture was stirred at room temperature for 48 hours, and to the mixture was added water (50ml). The mixture was extracted with ethyl acetate. The organic layer was washed with saturated sodium chloride solution, dried with anhydrous sodium sulfate, and concentrated ... The reactants are [Cl-].[Al+3].[Cl-].[Cl-] (aluminum chloride), ice, S1C=CC2=C1NC(=C2)C(=O)OCC (ethyl 6H-thieno[2,3-b]pyrrole-5-carboxylate), ClC1=CC=C(C(=O)Cl)C=C1 (4-Chlorobenzoyl chloride). Run in ClC(C)Cl (dichloroethane). Reaction conditions: time 2 hour. Yields the product ClC1=CC=C(C(=O)C2=CC3=C(NC(=C3)C(=O)OCC)S2)C=C1 (ethyl 2-(4-chlorobenzoyl)-6H-thieno[2,3-b]pyrrole-5-carboxylate). Yield: 32.4%. Reaction SMILES: [Cl-].[Al+3].[Cl-].[Cl-].[S:5]1[C:9]2[NH:10][C:11]([C:13]([O:15][CH2:16][CH3:17])=[O:14])=[CH:12][C:8]=2[CH:7]=[CH:6]1.[Cl:18][C:19]1[CH:27]=[CH:26][C:22]([C:23](Cl)=[O:24])=[CH:21][CH:20]=1>ClC(Cl)C>[Cl:18][C:19]1[CH:27]=[CH:26][C:22]([C:23]([C:6]2[S:5][C:9]3[NH:10][C:11]([C:13]([O:15][CH2:16][CH3:17])=[O:14])=[CH:12][C:8]=3[CH:7]=2)=[O:24])=[CH:21][CH:20]=1 |f:0.1.2.3|. Procedure details: Under a N2 atmosphere and at 0° C., to a 40-mL scintillation vial fitted with a magnetic stir bar was added solid aluminum chloride (0.7 g 5.28 mmol) and a solution of ethyl 6H-thieno[2,3-b]pyrrole-5-carboxylate (0.61 g, 3.14 mmol, 0.9 equiv) in solution in 10 mL dichloroethane (DCE). 4-Chlorobenzoyl chloride (0.92 g, 5.28 mmol) was then added at 0° C. and stirring was continued for 2 h as the reaction was allowed to warm to rt. The reaction was cooled and was added to an ice-filled beaker. The ... Reactants: O=C(NC1CC(CO)C(OC(=O)c2ccccc2)C1OC(=O)c1ccccc1)c1ccncc1, C1CCC2=NCCCN2CC1, NS(=O)(=O)Cl. As a reaction SMILES: [C:1]([c:2]1[cH:3][cH:4][cH:5][cH:6][cH:7]1)(=[O:8])[O:9][CH:10]1[CH:11]([O:26][C:27]([c:28]2[cH:29][cH:30][cH:31][cH:32][cH:33]2)=[O:34])[CH:12]([CH2:24][OH:25])[CH2:13][CH:14]1[NH:15][C:16]([c:17]1[cH:18][cH:19][n:20][cH:21][cH:22]1)=[O:23].[CH2:35]1[CH2:36][CH2:37][C:38]2=[N:43][CH2:42][CH2:41][CH2:40][N:39]2[CH2:44][CH2:45]1.[Cl:46][S:47](=[O:48])(=[O:49])[NH2:50]>>[C:1]([c:2]1[cH:3][cH:4][cH:5][cH:6][cH:7]1)(=[O:8])[O:9][CH:10]1[CH:11]([O:26][C:27]([c:28]2[cH:29][cH:30][cH:31][cH:32][cH:33]2)=[O:34])[CH:12]([CH2:24][O:25][S:47](=[O:48])(=[O:49])[NH2:50])[CH2:13][CH:14]1[NH:15][C:16]([c:17]1[cH:18][cH:19][n:20][cH:21][cH:22]1)=[O:23]. Yields the product NS(=O)(=O)OCC1CC(NC(=O)c2ccncc2)C(OC(=O)c2ccccc2)C1OC(=O)c1ccccc1. Starting materials: CCOCC, CN(C)c1cc(C(F)(F)F)c(NC(=O)OC(C)(C)C)cn1, Cl, C1COCCO1. The product is CN(C)c1cc(C(F)(F)F)c(N)cn1, Cl. As a reaction SMILES: [CH2:22]([O:23][CH2:24][CH3:25])[CH3:26].[CH3:1][N:2]([c:3]1[cH:4][c:5]([C:17]([F:18])([F:19])[F:20])[c:6]([NH:9][C:10]([O:11][C:12]([CH3:13])([CH3:14])[CH3:15])=[O:16])[cH:7][n:8]1)[CH3:21].[ClH:27].[O:28]1[CH2:29][CH2:30][O:31][CH2:32][CH2:33]1>>[CH3:1][N:2]([c:3]1[cH:4][c:5]([C:17]([F:18])([F:19])[F:20])[c:6]([NH2:9])[cH:7][n:8]1)[CH3:21].[ClH:27]. Reactants: CC#CC(CC(=O)OC)c1ccc(OCN2C(=O)CC(C)(C)c3cc(Br)ccc32)cc1, [Li+], C1CCOC1, [OH-], O=S(=O)(O)O. The product is CC#CC(CC(=O)O)c1ccc(OCN2C(=O)CC(C)(C)c3cc(Br)ccc32)cc1. Reaction SMILES: [Br:1][c:2]1[cH:3][c:4]2[c:9]([cH:10][cH:11]1)[N:8]([CH2:12][O:13][c:14]1[cH:15][cH:16][c:17]([CH:20]([CH2:21][C:22](=[O:23])[O:24][CH3:25])[C:26]#[C:27][CH3:28])[cH:18][cH:19]1)[C:7](=[O:29])[CH2:6][C:5]2([CH3:30])[CH3:31].[Li+:33].[O:39]1[CH2:40][CH2:41][CH2:42][CH2:43]1.[OH-:32].[S:34](=[O:35])(=[O:36])([OH:37])[OH:38]>>[Br:1][c:2]1[cH:3][c:4]2[c:9]([cH:10][cH:11]1)[N:8]([CH2:12][O:13][c:14]1[cH:15][cH:16][c:17]([CH:20]([CH2:21][C:22](=[O:23])[OH:24])[C:26]#[C:27][CH3:28])[cH:18][cH:19]1)[C:7](=[O:29])[CH2:6][C:5]2([CH3:30])[CH3:31]. Starting materials: [N+](=O)([O-])C=1C=C(C=O)C=CC1 (m-nitrobenzaldehyde), C(CC(=O)C)(=O)OCCN1CCN(CC1)CC1=CC=CC=C1 (2-(4-benzyl-1-piperazinyl)ethyl acetoacetate), N\C(=C/C(=O)OC)\C (methyl 3-aminocrotonate). Run in C(C)(C)O (isopropyl alcohol). Yields the product CC=1NC(=C(C(C1C(=O)OCCN1CCN(CC1)CC1=CC=CC=C1)C1=CC(=CC=C1)[N+](=O)[O-])C(=O)OC)C (2-(4-benzyl-1-piperazinyl)ethyl methyl 2,6-dimethyl-4-(3-nitrophenyl)-1,4-dihydropyridine-3,5-dicarboxylate). The yield is 86.0%. Reaction SMILES: [N+:1]([C:4]1[CH:5]=[C:6]([CH:9]=[CH:10][CH:11]=1)[CH:7]=O)([O-:3])=[O:2].[C:12]([O:18][CH2:19][CH2:20][N:21]1[CH2:26][CH2:25][N:24]([CH2:27][C:28]2[CH:33]=[CH:32][CH:31]=[CH:30][CH:29]=2)[CH2:23][CH2:22]1)(=[O:17])[CH2:13][C:14]([CH3:16])=O.[NH2:34]/[C:35](/[CH3:41])=[CH:36]\[C:37]([O:39][CH3:40])=[O:38]>C(O)(C)C>[CH3:16][C:14]1[NH:34][C:35]([CH3:41])=[C:36]([C:37]([O:39][CH3:40])=[O:38])[CH:7]([C:6]2[CH:9]=[CH:10][CH:11]=[C:4]([N+:1]([O-:3])=[O:2])[CH:5]=2)[C:13]=1[C:12]([O:18][CH2:19][CH2:20][N:21]1[CH2:26][CH2:25][N:24]([CH2:27][C:28]2[CH:33]=[CH:32][CH:31]=[CH:30][CH:29]=2)[CH2:23][CH2:22]1)=[O:17]. Procedure: A mixture of m-nitrobenzaldehyde, 2-(4-benzyl-1-piperazinyl)ethyl acetoacetate and methyl 3-aminocrotonate was worked up in isopropyl alcohol in the same manner as Example 1 to give 2-(4-benzyl-1-piperazinyl)ethyl methyl 2,6-dimethyl-4-(3-nitrophenyl)-1,4-dihydropyridine-3,5-dicarboxylate as a light yellow powder, m.p. 106°-108° C. (sintering). Yield 86.0%. IR(Nujol)cm-1 : 3325. NMR(CDCl3) δ: 2.33(6H,s, ##STR33## 3.46(2H,s,C6H5CH2 --), 3.61(3H,s,COOCH3), 4.14(2H,t,J=6,--COOCH2CH2 --), 5.09(1H,s,... Starting materials: O=C([O-])[O-], ClCCN1CCCCC1, Cl, [K+], [K+], CN(C)C=O, Cn1c(SCc2ccc(C(=O)c3ccc(O)cc3)cc2)nc2ccsc2c1=O. Product: Cn1c(SCc2ccc(C(=O)c3ccc(OCCN4CCCCC4)cc3)cc2)nc2ccsc2c1=O. RXN SMILES: [C:39](=[O:40])([O-:41])[O-:42].[Cl:30][CH2:31][CH2:32][N:33]1[CH2:34][CH2:35][CH2:36][CH2:37][CH2:38]1.[ClH:29].[K+:43].[K+:44].[O:45]=[CH:46][N:47]([CH3:48])[CH3:49].[OH:1][c:2]1[cH:3][cH:4][c:5]([C:6](=[O:7])[c:8]2[cH:9][cH:10][c:11]([CH2:12][S:13][c:14]3[n:15]([CH3:24])[c:16](=[O:23])[c:17]4[c:18]([n:19]3)[cH:20][cH:21][s:22]4)[cH:25][cH:26]2)[cH:27][cH:28]1>>[O:1]([c:2]1[cH:3][cH:4][c:5]([C:6](=[O:7])[c:8]2[cH:9][cH:10][c:11]([CH2:12][S:13][c:14]3[n:15]([CH3:24])[c:16](=[O:23])[c:17]4[c:18]([n:19]3)[cH:20][cH:21][s:22]4)[cH:25][cH:26]2)[cH:27][cH:28]1)[CH2:31][CH2:32][N:33]1[CH2:34][CH2:35][CH2:36][CH2:37][CH2:38]1. Reactants: CCOc1ccc(Cc2cc(Br)ccc2Cl)cc1, CC1(C)OC2OC(C=O)C(O[Si](C)(C)C(C)(C)C)C2O1, C1CCOC1, [Li]CCCC. Yields the product CCOc1ccc(Cc2cc(C(O)C3OC4OC(C)(C)OC4C3O[Si](C)(C)C(C)(C)C)ccc2Cl)cc1. RXN SMILES: [Br:1][c:2]1[cH:3][c:4]([CH2:9][c:10]2[cH:11][cH:12][c:13]([O:16][CH2:17][CH3:18])[cH:14][cH:15]2)[c:5]([Cl:8])[cH:6][cH:7]1.[C:24]([CH3:25])([CH3:26])([CH3:27])[Si:28]([O:29][CH:30]1[CH:31]([CH:40]=[O:41])[O:32][CH:33]2[O:34][C:35]([CH3:38])([CH3:39])[O:36][CH:37]12)([CH3:42])[CH3:43].[CH2:44]1[O:45][CH2:46][CH2:47][CH2:48]1.[CH3:19][CH2:20][CH2:21][CH2:22][Li:23]>>[c:2]1([CH:40]([CH:31]2[CH:30]([O:29][Si:28]([C:24]([CH3:25])([CH3:26])[CH3:27])([CH3:42])[CH3:43])[CH:37]3[CH:33]([O:32]2)[O:34][C:35]([CH3:38])([CH3:39])[O:36]3)[OH:41])[cH:3][c:4]([CH2:9][c:10]2[cH:11][cH:12][c:13]([O:16][CH2:17][CH3:18])[cH:14][cH:15]2)[c:5]([Cl:8])[cH:6][cH:7]1.